Dataset: the Open Reaction Database (ORD), a public repository of structured organic reaction records. Task: describe an organic reaction: reactants, conditions, products, and yield Starting materials: C(C)(C)(C)OC(=O)N1C=CC=C1 (N-tert-butoxycarbonylpyrrole), CC1=C(CN([C@H](C=O)CC2=CC(=CC(=C2)F)F)CC2=C(C=CC=C2)C)C=CC=C1 (2-(S)-[bis-(2-methylbenzyl)-amino]-3-(3,5-difluorophenyl)-propionaldehyde), C(CCC)[Li] (n-butyllithium), CC1(NC(CCC1)(C)C)C (2,2,6,6-tetramethylpiperidine). Run in O1CCCC1 (THF), O1CCCC1 (THF), O1CCCC1 (tetrahydrofuran). Conditions: temperature -10 celsius, time 5 minute. The product is C(C)(C)(C)OC(=O)N1C(=CC=C1)[C@H]([C@H](CC1=CC(=CC(=C1)F)F)N(CC1=C(C=CC=C1)C)CC1=C(C=CC=C1)C)O (2-[2-(S)-[Bis-(2-methylbenzyl)-amino]-3-(3,5-difluorophenyl)-1-(S)-hydroxypropyl]-pyrrole-1-carboxylic acid tert-butyl ester). Isolated yield 10.0%. RXN SMILES: C([Li])CCC.CC1(C)CCCC(C)(C)N1.[C:16]([O:20][C:21]([N:23]1[CH:27]=[CH:26][CH:25]=[CH:24]1)=[O:22])([CH3:19])([CH3:18])[CH3:17].[CH3:28][C:29]1[CH:56]=[CH:55][CH:54]=[CH:53][C:30]=1[CH2:31][N:32]([CH2:45][C:46]1[CH:51]=[CH:50][CH:49]=[CH:48][C:47]=1[CH3:52])[C@@H:33]([CH2:36][C:37]1[CH:42]=[C:41]([F:43])[CH:40]=[C:39]([F:44])[CH:38]=1)[CH:34]=[O:35]>O1CCCC1>[C:16]([O:20][C:21]([N:23]1[CH:27]=[CH:26][CH:25]=[C:24]1[C@@H:34]([OH:35])[C@@H:33]([N:32]([CH2:31][C:30]1[CH:53]=[CH:54][CH:55]=[CH:56][C:29]=1[CH3:28])[CH2:45][C:46]1[CH:51]=[CH:50][CH:49]=[CH:48][C:47]=1[CH3:52])[CH2:36][C:37]1[CH:42]=[C:41]([F:43])[CH:40]=[C:39]([F:44])[CH:38]=1)=[O:22])([CH3:19])([CH3:17])[CH3:18]. Reported procedure: Add n-butyllithium (3.30 mL, 8.25 mmol, 2.5 M in hexanes) to a solution of 2,2,6,6-tetramethylpiperidine (1.40 mL, 8.18 mmol) in tetrahydrofuran (THF) (30 mL) at −78° C. over 2 min. Stir 5 min, then warm to −10° C. and stir 5 min, then cool to −78° C. Add N-tert-butoxycarbonylpyrrole (1.37 mL, 8.25 mmol) in THF (1.6 mL) over 3 min. Stir 30 min and add 2-(S)-[bis-(2-methylbenzyl)-amino]-3-(3,5-difluorophenyl)-propionaldehyde (2.96 g, 7.44 mmol) in THF (15 mL) over 5 min. Stir 60 min at −78° C., w... Reactants: BrC=1N=C(N2C1C(=NC=C2)Cl)C2CC=1N(CC2)C(=NN1)C(F)(F)F (7-(1-bromo-8-chloroimidazo[1,5-a]pyrazin-3-yl)-3-(trifluoromethyl)-5,6,7,8-tetrahydro-[1,2,4]triazolo[4,3-a]pyridine), N.CC(C)O (NH3 iPrOH). Yields the product BrC=1N=C(N2C1C(=NC=C2)N)C2CC=1N(CC2)C(=NN1)C(F)(F)F (1-bromo-3-(3-(trifluoro methyl)-5,6,7,8-tetrahydro-[1,2,4]triazolo[4,3-a]pyridin-7-yl)imidazo[1,5-a]pyrazin-8-amine). Yield: 99.0%. RXN SMILES: [Br:1][C:2]1[N:3]=[C:4]([CH:12]2[CH2:17][CH2:16][N:15]3[C:18]([C:21]([F:24])([F:23])[F:22])=[N:19][N:20]=[C:14]3[CH2:13]2)[N:5]2[CH:10]=[CH:9][N:8]=[C:7](Cl)[C:6]=12.[NH3:25].CC(O)C>>[Br:1][C:2]1[N:3]=[C:4]([CH:12]2[CH2:17][CH2:16][N:15]3[C:18]([C:21]([F:24])([F:23])[F:22])=[N:19][N:20]=[C:14]3[CH2:13]2)[N:5]2[CH:10]=[CH:9][N:8]=[C:7]([NH2:25])[C:6]=12 |f:1.2|. Procedure: A solution of 7-(1-bromo-8-chloroimidazo[1,5-a]pyrazin-3-yl)-3-(trifluoromethyl)-5,6,7,8-tetrahydro-[1,2,4]triazolo[4,3-a]pyridine (335 mg, 0.978 mmol) in NH3-iPrOH (50 mL) was heated at 100° C. for 24 hours in a sealed tube. The reaction was completed by LC-MS, then cooled to room temperature. Remove the solvent in vacuo to give 1-bromo-3-(3-(trifluoro methyl)-5,6,7,8-tetrahydro-[1,2,4]triazolo[4,3-a]pyridin-7-yl)imidazo[1,5-a]pyrazin-8-amine as a yellow solid (0.39 g, yield 99%). The reactants are CC(C)(C)OC(=O)N1CCC(NCc2ccccc2)C(OCCCF)C1, CO, O=C[O-], [NH4+]. Product: CC(C)(C)OC(=O)N1CCC(N)C(OCCCF)C1. Reaction SMILES: [CH2:1]([c:2]1[cH:3][cH:4][cH:5][cH:6][cH:7]1)[NH:8][CH:9]1[CH:10]([O:22][CH2:23][CH2:24][CH2:25][F:26])[CH2:11][N:12]([C:15](=[O:16])[O:17][C:18]([CH3:19])([CH3:20])[CH3:21])[CH2:13][CH2:14]1.[CH3:31][OH:32].[CH:27]([O-:28])=[O:29].[NH4+:30]>>[NH2:8][CH:9]1[CH:10]([O:22][CH2:23][CH2:24][CH2:25][F:26])[CH2:11][N:12]([C:15](=[O:16])[O:17][C:18]([CH3:19])([CH3:20])[CH3:21])[CH2:13][CH2:14]1. The reactants are C(C)(C)(C)OC(=O)N[C@@H]1[C@@H](CCCC1)NC1=C(C2=C(C(=N1)C=1C=NN(C1)C)C(N(C2)C(=O)OC(C)(C)C)=O)F (tert-butyl 6-((1R,2S)-2-(tert-butoxycarbonylamino)cyclohexyl-amino)-7-fluoro-4-(1-methyl-1H-pyrazol-4-yl)-3-oxo-1H-pyrrolo[3,4-c]pyridine-2(3H)-carboxylate), Cl (HCl). The solvent is CC(C)O (IPA). Reaction conditions: temperature 65 celsius. Product: N[C@@H]1[C@@H](CCCC1)NC1=C(C2=C(C(=N1)C=1C=NN(C1)C)C(NC2)=O)F (6-((1R,2S)-2-Aminocyclohexylamino)-7-fluoro-4-(1-methyl-1H-pyrazol-4-yl)-1H-pyrrolo[3,4-c]pyridin-3(2H)-one). Yield: 85.5%. RXN SMILES: C(OC([NH:8][C@H:9]1[CH2:14][CH2:13][CH2:12][CH2:11][C@H:10]1[NH:15][C:16]1[N:21]=[C:20]([C:22]2[CH:23]=[N:24][N:25]([CH3:27])[CH:26]=2)[C:19]2[C:28](=[O:38])[N:29](C(OC(C)(C)C)=O)[CH2:30][C:18]=2[C:17]=1[F:39])=O)(C)(C)C.Cl>CC(O)C>[NH2:8][C@H:9]1[CH2:14][CH2:13][CH2:12][CH2:11][C@H:10]1[NH:15][C:16]1[N:21]=[C:20]([C:22]2[CH:23]=[N:24][N:25]([CH3:27])[CH:26]=2)[C:19]2[C:28](=[O:38])[NH:29][CH2:30][C:18]=2[C:17]=1[F:39]. Procedure: A suspension of tert-butyl 6-((1R,2S)-2-(tert-butoxycarbonylamino)cyclohexyl-amino)-7-fluoro-4-(1-methyl-1H-pyrazol-4-yl)-3-oxo-1H-pyrrolo[3,4-c]pyridine-2(3H)-carboxylate (2.148 g, 3.94 mmol) in IPA (21 mL) was heated to 70° C. at which point 2M HCl aq (9.86 mL, 19.72 mmol) was added. The reaction mixture was heated at 65° C. for approximately 3 h, cooled in an ice water bath for 1 h, and then filtered. The solids were rinsed with cold IPA (15 mL) and then dried in a 50° C. vacuum oven overnigh... Reactants: CC(=O)O, CCO, CCOC(C)=O, COC(=O)c1cc(OCC(F)F)ccc1[N+](=O)[O-]. Yields the product COC(=O)c1cc(OCC(F)F)ccc1N. RXN SMILES: [C:22]([OH:23])(=[O:24])[CH3:25].[CH3:19][CH2:20][OH:21].[CH3:26][CH2:27][O:28][C:29]([CH3:30])=[O:31].[F:1][CH:2]([CH2:3][O:4][c:5]1[cH:6][cH:7][c:8]([N+:15]([O-:16])=[O:17])[c:9]([C:10](=[O:11])[O:12][CH3:13])[cH:14]1)[F:18]>>[F:1][CH:2]([CH2:3][O:4][c:5]1[cH:6][cH:7][c:8]([NH2:15])[c:9]([C:10](=[O:11])[O:12][CH3:13])[cH:14]1)[F:18]. Starting materials: CO, Cc1nc(NNC(=O)C(CC2CCCC2)CN(C=O)OCc2ccccc2)c(F)c(N2CC(O)C(C)(C)C2)n1. Yields the product Cc1nc(NNC(=O)C(CC2CCCC2)CN(O)C=O)c(F)c(N2CC(O)C(C)(C)C2)n1. Reaction SMILES: [CH3:40][OH:41].[CH:1]1([CH2:6][CH:7]([CH2:8][N:9]([CH:10]=[O:11])[O:12][CH2:13][c:14]2[cH:15][cH:16][cH:17][cH:18][cH:19]2)[C:20](=[O:21])[NH:22][NH:23][c:24]2[n:25][c:26]([CH3:39])[n:27][c:28]([N:31]3[CH2:32][C:33]([CH3:37])([CH3:38])[CH:34]([OH:36])[CH2:35]3)[c:29]2[F:30])[CH2:2][CH2:3][CH2:4][CH2:5]1>>[CH:1]1([CH2:6][CH:7]([CH2:8][N:9]([CH:10]=[O:11])[OH:12])[C:20](=[O:21])[NH:22][NH:23][c:24]2[n:25][c:26]([CH3:39])[n:27][c:28]([N:31]3[CH2:32][C:33]([CH3:37])([CH3:38])[CH:34]([OH:36])[CH2:35]3)[c:29]2[F:30])[CH2:2][CH2:3][CH2:4][CH2:5]1. Reactants: C(C)N(C1=C(C=CC(=C1)OC)[C@H]1CC=2C=CC(=CC2CC1)OC(C(C)(C)C)=O)C(C1=CC(=C(C=C1)O)F)=O (pivalic acid (R)-6-{2-[ethyl(3-fluoro-4-hydroxybenzoyl)amino]-4-methoxyphenyl}-5,6,7,8-tetrahydronaphthalen-2-yl ester), ClCC(=O)N(C)CC (2-chloro-N-ethyl-N-methylacetamide). Yields the product C(C)N(C1=C(C=CC(=C1)OC)[C@H]1CC=2C=CC(=CC2CC1)O)CC1=CC(=C(C=C1)OCCN(C)CC)F ((R)-6-{2-{Ethyl{4-[2-(ethylmethylamino)ethoxy]-3-fluorobenzyl}amino}-4-methoxyphenyl}-5,6,7,8-tetrahydronaphthalen-2-ol). Isolated yield 68.4%. As a reaction SMILES: [CH2:1]([N:3]([C:29](=O)[C:30]1[CH:35]=[CH:34][C:33]([OH:36])=[C:32]([F:37])[CH:31]=1)[C:4]1[CH:9]=[C:8]([O:10][CH3:11])[CH:7]=[CH:6][C:5]=1[C@@H:12]1[CH2:21][CH2:20][C:19]2[CH:18]=[C:17]([O:22]C(=O)C(C)(C)C)[CH:16]=[CH:15][C:14]=2[CH2:13]1)[CH3:2].Cl[CH2:40][C:41]([N:43]([CH2:45][CH3:46])[CH3:44])=O>>[CH2:1]([N:3]([CH2:29][C:30]1[CH:35]=[CH:34][C:33]([O:36][CH2:40][CH2:41][N:43]([CH2:45][CH3:46])[CH3:44])=[C:32]([F:37])[CH:31]=1)[C:4]1[CH:9]=[C:8]([O:10][CH3:11])[CH:7]=[CH:6][C:5]=1[C@@H:12]1[CH2:21][CH2:20][C:19]2[CH:18]=[C:17]([OH:22])[CH:16]=[CH:15][C:14]=2[CH2:13]1)[CH3:2]. Procedure details: Synthesized from pivalic acid (R)-6-{2-[ethyl(3-fluoro-4-hydroxybenzoyl)amino]-4-methoxyphenyl}-5,6,7,8-tetrahydronaphthalen-2-yl ester (15 mg) and 2-chloro-N-ethyl-N-methylacetamide (7.9 mg) according to an analogous synthetic method to Example 404 and purified by LC-MS, the title compound (10 mg) was obtained. Reactants: NC=1SC=C(N1)/C(/C(=O)NC1[C@@H]2N(C(=C(CS2)\C=C/CC)C(=O)OC(C2=CC=CC=C2)C2=CC=CC=C2)C1=O)=N/OC (diphenylmethyl 7-[(Z)-2-(2-aminothiazol-4-yl)-2-methoxyiminoacetamido]-3-[(Z)-1-butenyl]-3-cephem-4-carboxylate), C1(=CC=CC=C1)OC (anisole), C(=O)(C(F)(F)F)O (TFA). The product is NC=1SC=C(N1)/C(/C(=O)NC1[C@@H]2N(C(=C(CS2)\C=C/CC)C(=O)O)C1=O)=N/OC (7-[(Z)-2-(2-Aminothiazol-4-yl)-2-methoxyiminoacetamido]-3-[(Z)-1-butenyl]-3-cephem-4-carboxylic acid). The yield is 52.2%. As a reaction SMILES: [NH2:1][C:2]1[S:3][CH:4]=[C:5](/[C:7](=[N:40]/[O:41][CH3:42])/[C:8]([NH:10][CH:11]2[C:38](=[O:39])[N:13]3[C:14]([C:22]([O:24]C(C4C=CC=CC=4)C4C=CC=CC=4)=[O:23])=[C:15](/[CH:18]=[CH:19]\[CH2:20][CH3:21])[CH2:16][S:17][C@H:12]23)=[O:9])[N:6]=1.C1(OC)C=CC=CC=1.C(O)(C(F)(F)F)=O>>[NH2:1][C:2]1[S:3][CH:4]=[C:5](/[C:7](=[N:40]/[O:41][CH3:42])/[C:8]([NH:10][CH:11]2[C:38](=[O:39])[N:13]3[C:14]([C:22]([OH:24])=[O:23])=[C:15](/[CH:18]=[CH:19]\[CH2:20][CH3:21])[CH2:16][S:17][C@H:12]23)=[O:9])[N:6]=1. Procedure details: A mixture of diphenylmethyl 7-[(Z)-2-(2-aminothiazol-4-yl)-2-methoxyiminoacetamido]-3-[(Z)-1-butenyl]-3-cephem-4-carboxylate (1.65 g, 2.65 mmoles) and anisole (0.5 ml) was treated with TFA (5 ml) at room temperature for 1 hour. The mixture was diluted with IPE. The resulting precipitate*1 was collected by filtration and chromatographed on a column of the packing (50 ml) of a PrepPAK cartridge (Waters) with 20-30% methanol to yield 605 mg (52%) of the title compound. Estimated purity 90% (by HPLC... The reactants are CC(=O)O, Cl, COC(=O)c1conc1-c1ccc(F)cc1. Product: O=C(O)c1conc1-c1ccc(F)cc1. RXN SMILES: [CH3:18][C:19](=[O:20])[OH:21].[ClH:17].[F:1][c:2]1[cH:3][cH:4][c:5](-[c:8]2[n:9][o:10][cH:11][c:12]2[C:13](=[O:14])[O:15][CH3:16])[cH:6][cH:7]1>>[F:1][c:2]1[cH:3][cH:4][c:5](-[c:8]2[n:9][o:10][cH:11][c:12]2[C:13](=[O:14])[OH:15])[cH:6][cH:7]1.